From a dataset of the Open Reaction Database (ORD), a public repository of structured organic reaction records. describe an organic reaction: reactants, conditions, products, and yield Starting materials: Intermediate 101, C(C)N1N=C(C(=C1)C1=C2C(=NC=C1)N(C(=C2)C=O)S(=O)(=O)C2=CC=CC=C2)C2=CC=C(C=C2)[N+](=O)[O-] (4-[1-ethyl-3-(4-nitrophenyl)-1H-pyrazol-4-yl]-1-(phenylsulfonyl)-1H-pyrrolo[2,3-b]pyridine-2-carbaldehyde), C(C)NCCO (2-(ethylamino)ethanol). Yields the product C(C)N(CCO)CC1=CC=2C(=NC=CC2C=2C(=NN(C2)CC)C2=CC=C(C=C2)[N+](=O)[O-])N1S(=O)(=O)C1=CC=CC=C1 (2-(ethyl {[4-[1-ethyl-3-(4-nitrophenyl)-1H-pyrazol-4-yl]-1-(phenylsulfonyl)-1H-pyrrolo[2,3-b]pyridin-2-yl]methyl}amino)ethanol). RXN SMILES: [CH2:1]([N:3]1[CH:7]=[C:6]([C:8]2[CH:13]=[CH:12][N:11]=[C:10]3[N:14]([S:19]([C:22]4[CH:27]=[CH:26][CH:25]=[CH:24][CH:23]=4)(=[O:21])=[O:20])[C:15]([CH:17]=O)=[CH:16][C:9]=23)[C:5]([C:28]2[CH:33]=[CH:32][C:31]([N+:34]([O-:36])=[O:35])=[CH:30][CH:29]=2)=[N:4]1)[CH3:2].[CH2:37]([NH:39][CH2:40][CH2:41][OH:42])[CH3:38]>>[CH2:37]([N:39]([CH2:17][C:15]1[N:14]([S:19]([C:22]2[CH:23]=[CH:24][CH:25]=[CH:26][CH:27]=2)(=[O:20])=[O:21])[C:10]2=[N:11][CH:12]=[CH:13][C:8]([C:6]3[C:5]([C:28]4[CH:33]=[CH:32][C:31]([N+:34]([O-:36])=[O:35])=[CH:30][CH:29]=4)=[N:4][N:3]([CH2:1][CH3:2])[CH:7]=3)=[C:9]2[CH:16]=1)[CH2:40][CH2:41][OH:42])[CH3:38]. Reported procedure: Following the procedure described in Intermediate 101 using 4-[1-ethyl-3-(4-nitrophenyl)-1H-pyrazol-4-yl]-1-(phenylsulfonyl)-1H-pyrrolo[2,3-b]pyridine-2-carbaldehyde and 2-(ethylamino)ethanol provided the title compound as a yellow solid. ESMS [M+H]+: 651.4. Yield: 58.4%. Yields the product CC1=CC=C(C=C1)S(=O)(=O)N1CCC(CC1)C1=CC=CC=2C=C(CCCC21)C(=O)O (4-[1-(4-methylphenylsulfonyl)piperidin-4-yl]-6,7-dihydro-5H-benzocycloheptene-8-carboxylic acid). Conditions: time 13 hour. Solvent: C(C)O.C1CCOC1 (ethanol THF), [OH-].[Na+] (sodium hydroxide). Reaction SMILES: [CH3:1][C:2]1[CH:7]=[CH:6][C:5]([S:8]([N:11]2[CH2:16][CH2:15][CH:14]([C:17]3[C:27]4[CH2:26][CH2:25][CH2:24][C:23]([C:28]([O:30]C)=[O:29])=[CH:22][C:21]=4[CH:20]=[CH:19][CH:18]=3)[CH2:13][CH2:12]2)(=[O:10])=[O:9])=[CH:4][CH:3]=1>C(O)C.C1COCC1.[OH-].[Na+]>[CH3:1][C:2]1[CH:3]=[CH:4][C:5]([S:8]([N:11]2[CH2:12][CH2:13][CH:14]([C:17]3[C:27]4[CH2:26][CH2:25][CH2:24][C:23]([C:28]([OH:30])=[O:29])=[CH:22][C:21]=4[CH:20]=[CH:19][CH:18]=3)[CH2:15][CH2:16]2)(=[O:9])=[O:10])=[CH:6][CH:7]=1 |f:1.2,3.4|. Reported procedure: To a solution of methyl 4-[1-(4-methylphenylsulfonyl)piperidin-4-yl]-6,7-dihydro-5H-benzocyclo-heptene-8-carboxylate (1.0 g) in ethanol/THF (20/40 ml) was added at room temperature IN sodium hydroxide solution (2.7 ml), and the mixture was stirred for 13 hours. Under reduced pressure, the mixture was concentrated. To the mixture was added water, and the mixture was washed with ethyl acetate. To the aqueous layer was added 1N hydrochloric acid (5 ml), and the mixture was extracted with ethyl acet... The reactants are CC1=CC=C(C=C1)S(=O)(=O)N1CCC(CC1)C1=CC=CC=2C=C(CCCC21)C(=O)OC (methyl 4-[1-(4-methylphenylsulfonyl)piperidin-4-yl]-6,7-dihydro-5H-benzocyclo-heptene-8-carboxylate). As a reaction SMILES: [SH:1][C:2]1[S:3][C:4]([SH:7])=[N:5][N:6]=1.[CH3:8][C:9]1[CH:14]2[C:15]([CH3:17])([CH3:16])[CH:12]([CH2:13]2)[CH2:11][CH:10]=1.[C:18]([O:29][CH2:30][CH2:31][CH2:32][CH3:33])(=[O:28])/[CH:19]=[CH:20]\[C:21]([O:23][CH2:24][CH2:25][CH2:26][CH3:27])=[O:22].C(=O)([O-])[O-].[Na+].[Na+]>>[CH:14]12[CH2:13][CH:12]([C:15]1([CH3:17])[CH3:16])[CH2:11][CH2:10][C:9]2([S:1][C:2]1[S:3][C:4]([S:7][CH:19]([C:18]([O:29][CH2:30][CH2:31][CH2:32][CH3:33])=[O:28])[CH2:20][C:21]([O:23][CH2:24][CH2:25][CH2:26][CH3:27])=[O:22])=[N:5][N:6]=1)[CH3:8] |f:3.4.5|. Procedure: 2,5-Dimercapto-1,3,4-thiadiazole (35.0 g, 0.23 mol) was charged into a reaction flask along with alpha-pinene (33.85 g, 0.24 mol). The reaction was heated to 100° C. for 1 hour and then cautiously heated to 120° C. The reaction exothermed and was maintained at 155° C. for 20 min. Dibutyl maleate (53.5 g, 0.55 mol) was added and the reaction was maintained at 155° C. for 3 hours. The reaction product was then cooled, charged with sodium carbonate (about 1 g) and stirred. The product was filtered ... Starting materials: C([O-])([O-])=O.[Na+].[Na+] (sodium carbonate), SC=1SC(=NN1)S (2,5-Dimercapto-1,3,4-thiadiazole), CC1=CCC2CC1C2(C)C (alpha-pinene), C(\C=C/C(=O)OCCCC)(=O)OCCCC (Dibutyl maleate). Run at temperature 100 celsius. Yields the product C12C(CCC(C1(C)C)C2)(C)SC=2SC(=NN2)SC(CC(=O)OCCCC)C(=O)OCCCC (2-(2-Pinanylthio)-5-(1,2-dibutoxycarbonylethylthio)-1,3,4-thiadiazole).